Dataset: the Open Reaction Database (ORD), a public repository of structured organic reaction records. Task: describe an organic reaction: reactants, conditions, products, and yield Starting materials: O=CC(=O)O, Cc1cc(B(O)O)ccc1CCOC(=O)Nc1cccc(C(C)NC(=O)OCc2ccccc2)c1, CC(C)(C)OC(=O)N(C(=O)OC(C)(C)C)c1nccc2cc(N)ccc12, O. The product is Cc1cc(C(Nc2ccc3c(N(C(=O)OC(C)(C)C)C(=O)OC(C)(C)C)nccc3c2)C(=O)O)ccc1CCOC(=O)Nc1cccc(C(C)NC(=O)OCc2ccccc2)c1. Reaction SMILES: [C:63]([CH:64]=[O:65])(=[O:66])[OH:67].[CH2:1]([c:2]1[cH:3][cH:4][cH:5][cH:6][cH:7]1)[O:8][C:9](=[O:10])[NH:11][CH:12]([CH3:13])[c:14]1[cH:15][c:16]([NH:20][C:21](=[O:22])[O:23][CH2:24][CH2:25][c:26]2[c:27]([CH3:35])[cH:28][c:29]([B:32]([OH:33])[OH:34])[cH:30][cH:31]2)[cH:17][cH:18][cH:19]1.[NH2:36][c:37]1[cH:38][c:39]2[cH:40][cH:41][n:42][c:43]([N:47]([C:48](=[O:49])[O:50][C:51]([CH3:52])([CH3:53])[CH3:54])[C:55](=[O:56])[O:57][C:58]([CH3:59])([CH3:60])[CH3:61])[c:44]2[cH:45][cH:46]1.[OH2:62]>>[CH2:1]([c:2]1[cH:3][cH:4][cH:5][cH:6][cH:7]1)[O:8][C:9](=[O:10])[NH:11][CH:12]([CH3:13])[c:14]1[cH:15][c:16]([NH:20][C:21](=[O:22])[O:23][CH2:24][CH2:25][c:26]2[c:27]([CH3:35])[cH:28][c:29]([CH:64]([NH:36][c:37]3[cH:38][c:39]4[cH:40][cH:41][n:42][c:43]([N:47]([C:48](=[O:49])[O:50][C:51]([CH3:52])([CH3:53])[CH3:54])[C:55](=[O:56])[O:57][C:58]([CH3:59])([CH3:60])[CH3:61])[c:44]4[cH:45][cH:46]3)[C:63](=[O:66])[OH:67])[cH:30][cH:31]2)[cH:17][cH:18][cH:19]1. Starting materials: ice water, CSC(=C1C(OC(OC1=O)(C)C)=O)SC (5-[bis(methylthio)methylene]-2,2-dimethyl-1,3-dioxane-4,6-dione), C(C)S (ethanethiol), C[O-].[Na+] (sodium methoxide). Run in CO (methanol). The product is C(C)SC(=C1C(OC(OC1=O)(C)C)=O)SCC (5-[bis(Ethylthio)methylene]-2,2-dimethyl-1,3-dioxane-4,6-dione). The yield is 23.2%. As a reaction SMILES: CS[C:3]([S:14][CH3:15])=[C:4]1[C:9](=[O:10])[O:8][C:7]([CH3:12])([CH3:11])[O:6][C:5]1=[O:13].[CH2:16]([SH:18])[CH3:17].[CH3:19][O-].[Na+]>CO>[CH2:16]([S:18][C:3]([S:14][CH2:15][CH3:19])=[C:4]1[C:9](=[O:10])[O:8][C:7]([CH3:12])([CH3:11])[O:6][C:5]1=[O:13])[CH3:17] |f:2.3|. Procedure details: A solution of 5-[bis(methylthio)methylene]-2,2-dimethyl-1,3-dioxane-4,6-dione (2.3 g, 9.2 mmole, described in example 3), ethanethiol (8.4 g, 10 mL, 135 mmole) and sodium methoxide (480 mg, 20.7 mmole) in dry methanol (12 mL) was stirred at 20°-22° C. for 30 min. The solution was poured into ice water. The resultant mixture was extracted with ethyl acetate. The combined extracts were washed with water, dried (MgSO4) and concentrated to dryness under reduced pressure. The residue was purified by ... Reactants: C(C1=CC=CC=C1)(=O)C=1C=CC(NC1C)=O (5benzoyl-6-methyl-2(1H)-pyridinone), COC(N(C)C)OC (dimethylformamide dimethyl acetal). Solvent: CN(C=O)C (dimethylformamide). Conditions: time 8 hour. Yields the product C(C1=CC=CC=C1)(=O)C=1C=CC(NC1C=CN(C)C)=O (5-benzoyl-6-[2-(dimethylamino)ethenyl]-2(1H)-pyridinone). Reaction SMILES: [C:1]([C:9]1[CH:10]=[CH:11][C:12](=[O:16])[NH:13][C:14]=1[CH3:15])(=[O:8])[C:2]1[CH:7]=[CH:6][CH:5]=[CH:4][CH:3]=1.CO[CH:19](OC)[N:20]([CH3:22])[CH3:21]>CN(C)C=O>[C:1]([C:9]1[CH:10]=[CH:11][C:12](=[O:16])[NH:13][C:14]=1[CH:15]=[CH:19][N:20]([CH3:22])[CH3:21])(=[O:8])[C:2]1[CH:3]=[CH:4][CH:5]=[CH:6][CH:7]=1. Reported procedure: A mixture containing 26.5 g of 5benzoyl-6-methyl-2(1H)-pyridinone, 100 ml of dimethylformamide and 21 ml of dimethylformamide dimethyl acetal was heated on a steam bath with stirring for 8 hours and then concentrated on a rotary evaporator to yield a solid residue. The residue was recrystallized from methanol and dried in a vacuum oven at 80°-85° C., to yield 15.8 g of 5-benzoyl-6-[2-(dimethylamino)ethenyl]-2(1H)-pyridinone, m.p. 202°-204° C. Reactants: ion-exchanged, C(C)(=O)O (acetic acid), C(C)OC(C(=CC1=C(C=C(C(=C1)OC)OC)[N+](=O)[O-])C)=O (3-(4,5-dimethoxy-2-nitrophenyl)-2-methyl-2-propenoic acid ethyl ester). Reagents/catalysts: [Fe] (iron). The solvent is O (water). Yields the product C(C)OC(C(=CC1=C(C=C(C(=C1)OC)OC)N)C)=O (3-(2-amino-4,5-dimethoxyphenyl)-2-methyl-2-propenoic acid ethyl ester). The yield is 73.2%. As a reaction SMILES: C(O)(=O)C.[CH2:5]([O:7][C:8](=[O:25])[C:9]([CH3:24])=[CH:10][C:11]1[CH:16]=[C:15]([O:17][CH3:18])[C:14]([O:19][CH3:20])=[CH:13][C:12]=1[N+:21]([O-])=O)[CH3:6]>[Fe].O>[CH2:5]([O:7][C:8](=[O:25])[C:9]([CH3:24])=[CH:10][C:11]1[CH:16]=[C:15]([O:17][CH3:18])[C:14]([O:19][CH3:20])=[CH:13][C:12]=1[NH2:21])[CH3:6]. Reported procedure: Into 250 ml of glacial acetic acid, 19.0 g of 3-(4,5-dimethoxy-2-nitrophenyl)-2-methyl-2-propenoic acid ethyl ester were dissolved; and, with 15.0 g of iron powder and 20 ml of ion-exchanged water being added thereto, the mixture was refluxed under heating for 40 minutes. The resulting reaction liquid was filtered out, the filtrate was concentrated under a reduced pressure, and thus obtained residue was dissolved in ethyl acetate. The resulting solution was successively washed with water, a 5% a... Starting materials: CCO, C#Cc1cc(Cl)c2c(c1)CN(Cc1ccc(OC(F)(F)F)cc1)C2=O, [H][H]. Product: CCc1cc(Cl)c2c(c1)CN(Cc1ccc(OC(F)(F)F)cc1)C2=O. As a reaction SMILES: [CH3:28][CH2:29][OH:30].[Cl:1][c:2]1[cH:3][c:4]([C:24]#[CH:25])[cH:5][c:6]2[c:10]1[C:9](=[O:11])[N:8]([CH2:12][c:13]1[cH:14][cH:15][c:16]([O:19][C:20]([F:21])([F:22])[F:23])[cH:17][cH:18]1)[CH2:7]2.[H:26][H:27]>>[Cl:1][c:2]1[cH:3][c:4]([CH2:24][CH3:25])[cH:5][c:6]2[c:10]1[C:9](=[O:11])[N:8]([CH2:12][c:13]1[cH:14][cH:15][c:16]([O:19][C:20]([F:21])([F:22])[F:23])[cH:17][cH:18]1)[CH2:7]2.